The task is: describe an organic reaction: reactants, conditions, products, and yield. This data is from the Open Reaction Database (ORD), a public repository of structured organic reaction records. Reactants: NC1=C(C=C(C=C1)OCC1=CC=CC=C1)O (2-amino-5-benzyloxy-phenol), ClC1=C(C=C(C=C1)N=C=O)C(F)(F)F (4-chloro-3-trifluoromethyl-phenylisocyanate). Run in C1CCOC1 (THF), C1CCOC1 (THF), O (water). Conditions: time 75 minute. Yields the product C(C1=CC=CC=C1)OC1=CC(=C(C=C1)NC(=O)NC1=CC(=C(C=C1)Cl)C(F)(F)F)O (1-(4-Benzyloxy-2-hydroxy-phenyl)-3-(4-chloro-3-trifluoromethyl-phenyl)-urea). RXN SMILES: [NH2:1][C:2]1[CH:7]=[CH:6][C:5]([O:8][CH2:9][C:10]2[CH:15]=[CH:14][CH:13]=[CH:12][CH:11]=2)=[CH:4][C:3]=1[OH:16].[Cl:17][C:18]1[CH:23]=[CH:22][C:21]([N:24]=[C:25]=[O:26])=[CH:20][C:19]=1[C:27]([F:30])([F:29])[F:28]>C1COCC1.O>[CH2:9]([O:8][C:5]1[CH:6]=[CH:7][C:2]([NH:1][C:25]([NH:24][C:21]2[CH:22]=[CH:23][C:18]([Cl:17])=[C:19]([C:27]([F:29])([F:28])[F:30])[CH:20]=2)=[O:26])=[C:3]([OH:16])[CH:4]=1)[C:10]1[CH:15]=[CH:14][CH:13]=[CH:12][CH:11]=1. Reported procedure: To a solution of 1.00 g (4.6 mMol) 2-amino-5-benzyloxy-phenol [preparation see: WO 03/045925; page 146] in 15 ml THF, a solution of 1.1 g (5.0 mMol) 4-chloro-3-trifluoromethyl-phenylisocyanate in 15 ml THF is added dropwise. After 75 min at rt, the reaction mixture is diluted in water and EtOAc, the aq. phase separated off and extracted twice with EtOAc. The organic layers are washed with water and brine, dried (Na2SO4) and concentrated. Trituration from hexane gives the crystalline title compou... Starting materials: BrC=1C=C2C(=NC1)OC1=CC=C(C=C1[C@@]21N=C(OCC1)N)C=1C(=NC=CC1)F ((R)-3-bromo-7-(2-fluoropyridin-3-yl)-5′,6′-dihydrospiro[chromeno[2,3-b]pyridine-5,4′-[1,3]oxazin]-2′-amine), BrC=1C=C2C(=NC1)OC1=CC=C(C=C1C21N=C(OCC1)N)C=1C(=NC=CC1)F (racemic (3-bromo-7-(2-fluoropyridin-3-yl)-5′,6′-dihydrospiro[chromeno[2,3-b]pyridine-5,4′-[1,3]oxazin]-2′-amine)). Yields the product BrC=1C=C2C(=NC1)OC1=CC=C(C=C1[C@]21N=C(OCC1)N)C=1C(=NC=CC1)F ((S)-3-bromo-7-(2-fluoropyridin-3-yl)-5′,6′-dihydrospiro[chromeno[2,3-b]pyridine-5,4′-[1,3]oxazin]-2′-amine), intermediate 26A, BrC=1C=C2C(=NC1)OC1=CC=C(C=C1[C@@]21N=C(OCC1)N)C=1C(=NC=CC1)F ((R)-3-bromo-7-(2-fluoropyridin-3-yl)-5′,6′-dihydrospiro[chromeno[2,3-b]pyridine-5,4′-[1,3]oxazin]-2′-amine). Reaction SMILES: [Br:1][C:2]1[CH:3]=[C:4]2[C@@:15]3([CH2:20][CH2:19][O:18][C:17]([NH2:21])=[N:16]3)[C:14]3[C:9](=[CH:10][CH:11]=[C:12]([C:22]4[C:23]([F:28])=[N:24][CH:25]=[CH:26][CH:27]=4)[CH:13]=3)[O:8][C:5]2=[N:6][CH:7]=1.[Br:29][C:30]1[CH:31]=[C:32]2[C:43]3([CH2:48][CH2:47][O:46][C:45]([NH2:49])=[N:44]3)[C:42]3[C:37](=[CH:38][CH:39]=[C:40]([C:50]4[C:51]([F:56])=[N:52][CH:53]=[CH:54][CH:55]=4)[CH:41]=3)[O:36][C:33]2=[N:34][CH:35]=1>>[Br:1][C:2]1[CH:3]=[C:4]2[C@:15]3([CH2:20][CH2:19][O:18][C:17]([NH2:21])=[N:16]3)[C:14]3[C:9](=[CH:10][CH:11]=[C:12]([C:22]4[C:23]([F:28])=[N:24][CH:25]=[CH:26][CH:27]=4)[CH:13]=3)[O:8][C:5]2=[N:6][CH:7]=1.[Br:29][C:30]1[CH:31]=[C:32]2[C@@:43]3([CH2:48][CH2:47][O:46][C:45]([NH2:49])=[N:44]3)[C:42]3[C:37](=[CH:38][CH:39]=[C:40]([C:50]4[C:51]([F:56])=[N:52][CH:53]=[CH:54][CH:55]=4)[CH:41]=3)[O:36][C:33]2=[N:34][CH:35]=1. Procedure: Intermediates ((S)-3-bromo-7-(2-fluoropyridin-3-yl)-5′,6′-dihydrospiro[chromeno[2,3-b]pyridine-5,4′-[1,3]oxazin]-2′-amine) (intermediate 26A, 350 mg), and its enantiomer ((R)-3-bromo-7-(2-fluoropyridin-3-yl)-5′,6′-dihydrospiro[chromeno[2,3-b]pyridine-5,4′-[1,3]oxazin]-2′-amine (intermediate 26 B, 500 mg) were obtained from racemic (3-bromo-7-(2-fluoropyridin-3-yl)-5′,6′-dihydrospiro[chromeno[2,3-b]pyridine-5,4′-[1,3]oxazin]-2′-amine) using similar chiral separation conditions as described herein... Reactants: C(C1=CC=CC=C1)NC(C(COC)NC(=O)OCC1=CC=CC=C1)=O (N-Benzyl 2-(Carbobenzyloxyamino)-3-Methoxypropionamide), Pd--C. The solvent is CO (methanol). Conditions: time 75 minute. Product: C(C1=CC=CC=C1)NC(C(COC)N)=O (N-Benzyl-2-Amino-3-Methoxypropionamide). Isolated yield 96.0%. As a reaction SMILES: [CH2:1]([NH:8][C:9](=[O:25])[CH:10]([NH:14]C(OCC1C=CC=CC=1)=O)[CH2:11][O:12][CH3:13])[C:2]1[CH:7]=[CH:6][CH:5]=[CH:4][CH:3]=1>CO>[CH2:1]([NH:8][C:9](=[O:25])[CH:10]([NH2:14])[CH2:11][O:12][CH3:13])[C:2]1[CH:7]=[CH:6][CH:5]=[CH:4][CH:3]=1. Reported procedure: To a solution of 12 (122.8 mg, 0.36 mmol) in methanol (2.0 mL) was added 10% Pd--C (11 mg) and the mixture stirred at room temperature in the presence of H2 gas for 75 min. Celite was added to the reaction mixture and the catalyst was removed by filtration. The clear filtrate was evaporated in vacuo to give pure 13 as a clear viscous oil (72 mg, 97%): Rf 0.30 (5% MeOH/CHCl3). Reactants: F[B-](F)(F)F, CCO, CCN(C(C)C)C(C)C, O=C(O)c1ccc(-n2ccc3c2CCCC3)c(Cl)c1, CC(N)c1nc2cc(Cl)ccc2[nH]1, ClCCl, Cl, N, C1CCOC1, CN(C)C(On1nnc2ccccc21)=[N+](C)C. Product: CC(NC(=O)c1ccc(-n2ccc3c2CCCC3)c(Cl)c1)c1nc2cc(Cl)ccc2[nH]1. Reaction SMILES: [B-:20]([F:21])([F:22])([F:23])[F:24].[CH2:65]([OH:66])[CH3:67].[CH:42]([N:43]([CH:44]([CH3:45])[CH3:46])[CH2:47][CH3:48])([CH3:49])[CH3:50].[Cl:1][c:2]1[cH:3][c:4]([C:5](=[O:6])[OH:7])[cH:8][cH:9][c:10]1-[n:11]1[cH:12][cH:13][c:14]2[c:19]1[CH2:18][CH2:17][CH2:16][CH2:15]2.[Cl:51][c:52]1[cH:53][c:54]2[c:55]([nH:56][c:57]([CH:59]([CH3:60])[NH2:61])[n:58]2)[cH:62][cH:63]1.[Cl:68][CH2:69][Cl:70].[Cl:71].[NH3:64].[O:72]1[CH2:73][CH2:74][CH2:75][CH2:76]1.[n:25]1([O:26][C:27]([N:28]([CH3:29])[CH3:30])=[N+:31]([CH3:32])[CH3:33])[c:34]2[cH:35][cH:36][cH:37][cH:38][c:39]2[n:40][n:41]1>>[Cl:1][c:2]1[cH:3][c:4]([C:5](=[O:7])[NH:61][CH:59]([c:57]2[nH:56][c:55]3[c:54]([cH:53][c:52]([Cl:51])[cH:63][cH:62]3)[n:58]2)[CH3:60])[cH:8][cH:9][c:10]1-[n:11]1[cH:12][cH:13][c:14]2[c:19]1[CH2:18][CH2:17][CH2:16][CH2:15]2. Reactants: [Br-].[Na+] (sodium bromide), C1(=CC=CC=C1)CC1=CC=CC=C1 (diphenylmethane), C1(=CC=CC=C1)CC1=CC=CC=C1 (diphenylmethane), OO (hydrogen peroxide). Reagents/catalysts: O.O.O.O.C(C)(=O)[O-].[Co+2].C(C)(=O)[O-] (cobalt (II) acetate tetrahydrate). Yields the product C(C1=CC=CC=C1)(=O)C1=CC=CC=C1 (benzophenone). Isolated yield 72.3%. RXN SMILES: [Br-].[Na+].[C:3]1([CH2:9][C:10]2[CH:15]=[CH:14][CH:13]=[CH:12][CH:11]=2)[CH:8]=[CH:7][CH:6]=[CH:5][CH:4]=1.[OH:16]O>O.O.O.O.C([O-])(=O)C.[Co+2].C([O-])(=O)C>[C:9]([C:10]1[CH:11]=[CH:12][CH:13]=[CH:14][CH:15]=1)(=[O:16])[C:3]1[CH:8]=[CH:7][CH:6]=[CH:5][CH:4]=1 |f:0.1,4.5.6.7.8.9.10|. Reported procedure: The procedure of Example I was repeated, but this time cobalt (II) acetate tetrahydrate (0.008 moles), sodium bromide (0.04 moles), diphenylmethane (0.055 moles) and hydrogen peroxide (35%, 0.28 moles) were used. The final reaction mixture, analysed by HPLC, revealed that 91.5% of the diphenylmethane had been consumed, yielding products including benzophenone (72.3% yield). Starting materials: oil, [H-].[Na+] (sodium hydride), C(C)N(C(CCl)=O)[C@H]1[C@@H](C2=C(CCC1)C=CC=C2)O (trans-6-(N-ethyl-N-chloroacetylamino)-6,7,8,9-tetrahydro-5H-benzocyclo hepten-5-ol), [H-].[Na+] (sodium hydride), O (water). The solvent is CN(C=O)C (dimethyl formamide), CN(C=O)C (dimethyl formamide). The product is C(C)N1[C@H]2[C@H](OCC1=O)C1=C(CCC2)C=CC=C1 (trans-4-ethyl-4,4a,5,6,7, 11b-hexahydrobenzo[6,7]cyclohept[1,2-b]-1,4-oxazin-3[2H]-one). RXN SMILES: [CH2:1]([N:3]([C@@H:8]1[CH2:14][CH2:13][CH2:12][C:11]2[CH:15]=[CH:16][CH:17]=[CH:18][C:10]=2[C@H:9]1[OH:19])[C:4](=[O:7])[CH2:5]Cl)[CH3:2].[H-].[Na+].O>CN(C)C=O>[CH2:1]([N:3]1[C:4](=[O:7])[CH2:5][O:19][C@@H:9]2[C:10]3[CH:18]=[CH:17][CH:16]=[CH:15][C:11]=3[CH2:12][CH2:13][CH2:14][C@@H:8]12)[CH3:2] |f:1.2|. Procedure: The residue from Step A was dissolved in 50 ml of dimethyl formamide and added dropwise to a solution of 0.7 g (0.0146 m) of a 50% oil dispersion of sodium hydride in 50 ml of dimethyl formamide with stirring. After stirring one hour, excess sodium hydride was decomposed by the addition of water. The mixture was extracted twice with ethyl acetate and the extract was back washed with water, dilute, cold hydrochloric acid and saturated aqueous sodium bicarbonate solution. After drying (Na2SO4) the... The reactants are C(C)(C)(C)OC(=O)N1[C@@H](C[C@@](C1)(C)F)C(=O)OCC1=CC=CC=C1 ((2S,4R)-4-fluoro-4-methyl-pyrrolidine-1,2-dicarboxylic acid 2-benzyl ester 1-tert-butyl ester). The reagents and catalysts are [Pd] (Pd/C). The solvent is C1CCOC1 (THF). Run at time 5 hour. Yields the product C(C)(C)(C)OC(=O)N1[C@@H](C[C@@](C1)(C)F)C(=O)O ((2S,4R)-4-Fluoro-4-methyl-pyrrolidine-1,2-dicarboxylic acid 1-tert-butyl ester). Reaction SMILES: [C:1]([O:5][C:6]([N:8]1[CH2:12][C@@:11]([F:14])([CH3:13])[CH2:10][C@H:9]1[C:15]([O:17]CC1C=CC=CC=1)=[O:16])=[O:7])([CH3:4])([CH3:3])[CH3:2]>C1COCC1.[Pd]>[C:1]([O:5][C:6]([N:8]1[CH2:12][C@@:11]([F:14])([CH3:13])[CH2:10][C@H:9]1[C:15]([OH:17])=[O:16])=[O:7])([CH3:2])([CH3:3])[CH3:4]. Reported procedure: A solution containing (2S,4R)-4-fluoro-4-methyl-pyrrolidine-1,2-dicarboxylic acid 2-benzyl ester 1-tert-butyl ester (700 mg, 2.075 mmol) and Pd/C 10% (221 mg, 2.075 mmol) in THF (6 mL) was placed under a nitrogen atmosphere and stirred for 5 h. The catalyst was removed through a pad of celite and washed with MeOH. Solvents were removed under vacuum to give the desired material as a colorless oil which was used without further purification in the next step. MS (UPLC/MS): 246.2 [M−H]−, 292.2 [M+HC... Reactants: COC=1C=C(C(=O)N(C2=C(C=C(C=C2)C)OCCCCCC(=O)N2CCN(CC2)C)C)C=CC1NC(=O)C1=CC=CC=2NC(=NC21)CN2C(C=1C(C2=O)=CC=CC1)=O (3-methoxy-N-methyl-N-[4-methyl-2-[5-(4-methylpiperazin-1-yl)carbonylpent-1-yloxy]phenyl]-4-(2-phthalimidomethyl-1H-benzimidazol-4-yl)carbonylaminobenzamide), O.NN (hydrazine monohydrate). The solvent is C(C)O (ethanol). Run at temperature 60 celsius, time 1 hour. Yields the product NCC1=NC2=C(N1)C=CC=C2C(=O)NC2=C(C=C(C(=O)N(C1=C(C=C(C=C1)C)OCCCCCC(=O)N1CCN(CC1)C)C)C=C2)OC (4-(2-aminomethyl-1H-benzimidazol-4-yl)carbonylamino-3-methoxy-N-methyl-N-[4-methyl-2-[5-(4-methylpiperazin-1-yl)carbonylpent-1-yloxy]phenyl]benzamide). Isolated yield 62.6%. As a reaction SMILES: [CH3:1][O:2][C:3]1[CH:4]=[C:5]([CH:32]=[CH:33][C:34]=1[NH:35][C:36]([C:38]1[C:46]2[N:45]=[C:44]([CH2:47][N:48]3C(=O)C4=CC=CC=C4C3=O)[NH:43][C:42]=2[CH:41]=[CH:40][CH:39]=1)=[O:37])[C:6]([N:8]([CH3:31])[C:9]1[CH:14]=[CH:13][C:12]([CH3:15])=[CH:11][C:10]=1[O:16][CH2:17][CH2:18][CH2:19][CH2:20][CH2:21][C:22]([N:24]1[CH2:29][CH2:28][N:27]([CH3:30])[CH2:26][CH2:25]1)=[O:23])=[O:7].O.NN>C(O)C>[NH2:48][CH2:47][C:44]1[NH:43][C:42]2[CH:41]=[CH:40][CH:39]=[C:38]([C:36]([NH:35][C:34]3[CH:33]=[CH:32][C:5]([C:6]([N:8]([CH3:31])[C:9]4[CH:14]=[CH:13][C:12]([CH3:15])=[CH:11][C:10]=4[O:16][CH2:17][CH2:18][CH2:19][CH2:20][CH2:21][C:22]([N:24]4[CH2:25][CH2:26][N:27]([CH3:30])[CH2:28][CH2:29]4)=[O:23])=[O:7])=[CH:4][C:3]=3[O:2][CH3:1])=[O:37])[C:46]=2[N:45]=1 |f:1.2|. Reported procedure: To a solution of 3-methoxy-N-methyl-N-[4-methyl-2-[5-(4-methylpiperazin-1-yl)carbonylpent-1-yloxy]phenyl]-4-(2-phthalimidomethyl-1H-benzimidazol-4-yl)carbonylaminobenzamide (383 mg) in ethanol (5 ml) was added hydrazine monohydrate (19 mg) at ambient temperature and the solution was stirred at 60° C. for 1 hour. The reaction mixture was stirred in an ice water bath for 2 hours and the precipitate was filtered off. The filtrate was evaporated in vacuo and the residue was purified by preparative t...